From a dataset of the Open Reaction Database (ORD), a public repository of structured organic reaction records. describe an organic reaction: reactants, conditions, products, and yield Reactants: [Si](C)(C)(C(C)(C)C)O[C@H]1C=C(C(C1)=O)SCCCCO (4(R)-t-butyldimethylsilyloxy-2-(4-hydroxybutylthio)-2-cyclopentenone), C(C(=O)Cl)(=O)Cl (Oxalyl chloride), CS(=O)C (Dimethyl sulfoxide), saturated aqueous solution, [Cl-].[NH4+] (ammonium chloride). Solvent: ClCCl (dichloromethane), ClCCl (dichloromethane). Conditions: temperature -30 celsius, time 3 minute. The product is [Si](C)(C)(C(C)(C)C)OC1C=C(C(C1)=O)SCCCC=O (4(RS)-t-butyldimethylsilyloxy-2-(4-oxobutylthio)-2-cyclopentenone). Yield: 61.0%. RXN SMILES: C(Cl)(=O)C(Cl)=O.CS(C)=O.[Si:11]([O:18][C@@H:19]1[CH2:23][C:22](=[O:24])[C:21]([S:25][CH2:26][CH2:27][CH2:28][CH2:29][OH:30])=[CH:20]1)([C:14]([CH3:17])([CH3:16])[CH3:15])([CH3:13])[CH3:12].[Cl-].[NH4+]>ClCCl>[Si:11]([O:18][CH:19]1[CH2:23][C:22](=[O:24])[C:21]([S:25][CH2:26][CH2:27][CH2:28][CH:29]=[O:30])=[CH:20]1)([C:14]([CH3:17])([CH3:16])[CH3:15])([CH3:13])[CH3:12] |f:3.4|. Reported procedure: Oxalyl chloride (48 microliters; 0.55 mmole) was dissolved in 2 ml of dry dichloromethane, and the solution was cooled to -30° C. Dimethyl sulfoxide (78 microliters; 110 mmoles) was added, and the mixture was stirred for 3 minutes. A solution of 158 mg (0.5 mmole) of 4(R)-t-butyldimethylsilyloxy-2-(4-hydroxybutylthio)-2-cyclopentenone in 1 ml of dry dichloromethane was added over the course of 1 minute, and the mixture was stirred at -30° C. for 30 minutes. Then, 5 ml of a saturated aqueous solu... The reactants are 12.5, ClCCC1=CN=C2N(C1=O)CCCC2O (3-(2-chloroethyl)-6,7,8,9-tetrahydro-9-hydroxy-4H-pyrido[1,2-a]pyrimidin-4-one), Cl.FC1=CC2=C(C(=NO2)C2CCNCC2)C=C1 (6-fluoro-3-(4-piperidinyl)-1,2-benzisoxazole monohydrochloride), CC(C)NC(C)C (N-(1-methylethyl)-2-propanamine). Solvent: CO (methanol). Conditions: temperature 60 celsius, time 8 hour. Product: FC1=CC2=C(C(=NO2)C2CCN(CC2)CCC2=C(N=C3N(C2=O)CCCC3O)C)C=C1 (3-[ 2-[4-(6-fluoro-1,2-benzisoxazol-3-yl)-1-piperidinyl]ethyl]-6,7,8,9-tetrahydro-9-hydroxy-2-methyl-4H-pyrido[1,2-a]pyrimidin4-one). The yield is 21.1%. Reaction SMILES: Cl[CH2:2][CH2:3][C:4]1[C:9](=[O:10])[N:8]2[CH2:11][CH2:12][CH2:13][CH:14]([OH:15])[C:7]2=[N:6][CH:5]=1.Cl.[F:17][C:18]1[CH:32]=[CH:31][C:21]2[C:22]([CH:25]3[CH2:30][CH2:29][NH:28][CH2:27][CH2:26]3)=[N:23][O:24][C:20]=2[CH:19]=1.[CH3:33]C(NC(C)C)C>CO>[F:17][C:18]1[CH:32]=[CH:31][C:21]2[C:22]([CH:25]3[CH2:26][CH2:27][N:28]([CH2:2][CH2:3][C:4]4[C:9](=[O:10])[N:8]5[CH2:11][CH2:12][CH2:13][CH:14]([OH:15])[C:7]5=[N:6][C:5]=4[CH3:33])[CH2:29][CH2:30]3)=[N:23][O:24][C:20]=2[CH:19]=1 |f:1.2|. Procedure: A mixture of 12.5 parts of 3-(2-chloroethyl)-6,7,8,9-tetrahydro-9-hydroxy-4H-pyrido[1,2-a]pyrimidin-4-one, 10.0 parts of 6-fluoro-3-(4-piperidinyl)-1,2-benzisoxazole monohydrochloride, 10 parts of N-(1-methylethyl)-2-propanamine and 120 parts of methanol was stirred overnight at 60° C. The reaction mixture was evaporated and the oily residue was taken up in trichloromethane and washed with water. The organic layer was dried, filtered and evaporated. The residue was purified twice by column chrom... Reactants: Cc1cc(S(=O)(=O)Cl)ccc1NC(=O)C(F)(F)F, Nc1nccs1, c1ccncc1. Product: Cc1cc(S(=O)(=O)Nc2nccs2)ccc1NC(=O)C(F)(F)F. RXN SMILES: [CH3:1][c:2]1[cH:3][c:4]([S:15](=[O:16])(=[O:17])[Cl:18])[cH:5][cH:6][c:7]1[NH:8][C:9]([C:10]([F:11])([F:12])[F:13])=[O:14].[NH2:19][c:20]1[s:21][cH:22][cH:23][n:24]1.[cH:25]1[cH:26][cH:27][n:28][cH:29][cH:30]1>>[CH3:1][c:2]1[cH:3][c:4]([S:15](=[O:16])(=[O:17])[NH:19][c:20]2[s:21][cH:22][cH:23][n:24]2)[cH:5][cH:6][c:7]1[NH:8][C:9]([C:10]([F:11])([F:12])[F:13])=[O:14]. Reactants: C(C)OC(CN(C=1C=C2C=NNC2=CC1C)CC(=O)N(C)N1CC2=CC=CC(=C2C1)F)=O (N-{2-[(4-fluoro-1,3-dihydro-2H-isoindol-2-yl)(methyl)amino]-2-oxoethyl}-N-(6-methyl-1H-indazol-5-yl)glycine ethyl ester), FC(S(=O)(=O)OCC(F)F)(F)F (2,2-difluoroethyl trifluoromethanesulfonate). Yields the product C(C)OC(CN(CC(=O)N(C)N1CC2=CC=CC(=C2C1)F)C=1C=C2C=NN(C2=CC1C)CC(F)F)=O (N-[1-(2,2-difluoroethyl)-6-methyl-1H-indazol-5-yl]-N-{2-[(4-fluoro-1,3-dihydro-2H-isoindol-2-yl)(methyl)amino]-2-oxoethyl}glycine ethyl ester). The yield is 70.2%. As a reaction SMILES: [CH2:1]([O:3][C:4](=[O:32])[CH2:5][N:6]([CH2:17][C:18]([N:20]([N:22]1[CH2:30][C:29]2[C:24](=[CH:25][CH:26]=[CH:27][C:28]=2[F:31])[CH2:23]1)[CH3:21])=[O:19])[C:7]1[CH:8]=[C:9]2[C:13](=[CH:14][C:15]=1[CH3:16])[NH:12][N:11]=[CH:10]2)[CH3:2].FC(F)(F)S(O[CH2:39][CH:40]([F:42])[F:41])(=O)=O>>[CH2:1]([O:3][C:4](=[O:32])[CH2:5][N:6]([C:7]1[CH:8]=[C:9]2[C:13](=[CH:14][C:15]=1[CH3:16])[N:12]([CH2:39][CH:40]([F:42])[F:41])[N:11]=[CH:10]2)[CH2:17][C:18]([N:20]([N:22]1[CH2:30][C:29]2[C:24](=[CH:25][CH:26]=[CH:27][C:28]=2[F:31])[CH2:23]1)[CH3:21])=[O:19])[CH3:2]. Procedure: Using the compound (909 mg, 2.07 mmol) of step A and 2,2-difluoroethyl trifluoromethanesulfonate (612 mg, 2.86 mmol), and according to the method of Example 241, step C, the title compound (732 mg, yield 70%) was obtained as a colorless amorphous solid. The reactants are COCN(C[Si](C)(C)C)CC1=CC=CC=C1 (N-(methoxymethyl)-N-(trimethylsilylmethyl)benzylamine), COCN(C[Si](C)(C)C)CC1=CC=CC=C1 (N-(methoxymethyl)-N-(trimethylsilylmethyl)benzylamine), [OH-].[Na+] (sodium hydroxide), C(C)OC(C#CC1=CC=C(C=C1)Cl)=O ((4-chloro-phenyl)-propynoic acid ethyl ester), FC(C(=O)O)(F)F (trifluoroacetic acid). Run in ClCCl (dichloromethane), ClCCl (dichloromethane), O (water), ClCCl (dichloromethane). Run at time 22 hour. Product: C(C1=CC=CC=C1)N1CC(=C(C1)C1=CC=C(C=C1)Cl)C(=O)O (1-Benzyl-4-(4-chloro-phenyl)-2,5-dihydro-1H-pyrrole-3-carboxylic acid). The yield is 78.8%. As a reaction SMILES: C([O:3][C:4](=[O:14])[C:5]#[C:6][C:7]1[CH:12]=[CH:11][C:10]([Cl:13])=[CH:9][CH:8]=1)C.FC(F)(F)C(O)=O.CO[CH2:24][N:25]([CH2:31][C:32]1[CH:37]=[CH:36][CH:35]=[CH:34][CH:33]=1)[CH2:26][Si](C)(C)C.[OH-].[Na+]>ClCCl.O>[CH2:31]([N:25]1[CH2:26][C:6]([C:7]2[CH:8]=[CH:9][C:10]([Cl:13])=[CH:11][CH:12]=2)=[C:5]([C:4]([OH:3])=[O:14])[CH2:24]1)[C:32]1[CH:37]=[CH:36][CH:35]=[CH:34][CH:33]=1 |f:3.4|. Reported procedure: To a solution of (4-chloro-phenyl)-propynoic acid ethyl ester (92.65 g, 444.1 mmol) in dichloromethane (425 mL) was added trifluoroacetic acid (3.4, 44.4 mmol). The reaction mixture was cooled with a water bath and a solution of N-(methoxymethyl)-N-(trimethylsilylmethyl)benzylamine (164.7 g, 666.1 mmol) in dichloromethane (325 mL) was added dropwise over a period of 1.5 h. It was stirred for 22 h at ambient temperature. Further N-(methoxymethyl)-N-(trimethylsilylmethyl)benzylamine (27.5 g, 111.0... The reactants are O=C(O)c1cc(S(=O)(=O)F)ccc1Cl, Cl, [Na+], [Na+], [Na+], [OH-], O, O=S([O-])[O-]. Yields the product O=C(O)c1cc(S(=O)O)ccc1Cl. RXN SMILES: [Cl:7][c:8]1[c:9]([C:10](=[O:11])[OH:12])[cH:13][c:14]([S:17](=[O:18])(=[O:19])[F:20])[cH:15][cH:16]1.[ClH:23].[Na+:22].[Na+:5].[Na+:6].[OH-:21].[OH2:24].[S:1]([O-:2])([O-:3])=[O:4]>>[Cl:7][c:8]1[c:9]([C:10](=[O:11])[OH:12])[cH:13][c:14]([S:17](=[O:18])[OH:19])[cH:15][cH:16]1.